describe an organic reaction: reactants, conditions, products, and yield From a dataset of the Open Reaction Database (ORD), a public repository of structured organic reaction records. The reactants are CS(=O)(=O)OC=1C=CC2=C(SC(=C2C(C2=CC=C(C=C2)OCCBr)=O)C2=CC=C(C=C2)OS(=O)(=O)C)C1 (6-methanesulfonyloxy-2-(4-methanesulfonyloxyphenyl)-3-[4-(2-bromoethoxy)benzoyl]benzo[b]thiophene), C(C)(=O)Cl (acetyl chloride), N1CCCC1 (pyrrolidine), [I-].[K+] (potassium iodide). Solvent: CO (methanol), CN(C=O)C (dimethylformamide). Reaction conditions: time 1 hour. The product is Cl.CS(=O)(=O)OC=1C=CC2=C(SC(=C2C(C2=CC=C(C=C2)OCCN2CCCC2)=O)C2=CC=C(C=C2)OS(=O)(=O)C)C1 (6-methanesulfonyloxy-2-(4-methanesulfonyloxyphenyl)-3-[4-(2-pyrrolidinoethoxy)benzoyl]benzo[b]thiophene, hydrochloride). Reaction SMILES: [CH3:1][S:2]([O:5][C:6]1[CH:7]=[CH:8][C:9]2[C:13]([C:14](=[O:25])[C:15]3[CH:20]=[CH:19][C:18]([O:21][CH2:22][CH2:23]Br)=[CH:17][CH:16]=3)=[C:12]([C:26]3[CH:31]=[CH:30][C:29]([O:32][S:33]([CH3:36])(=[O:35])=[O:34])=[CH:28][CH:27]=3)[S:11][C:10]=2[CH:37]=1)(=[O:4])=[O:3].[NH:38]1[CH2:42][CH2:41][CH2:40][CH2:39]1.[I-].[K+].C([Cl:48])(=O)C>CO.CN(C)C=O>[ClH:48].[CH3:1][S:2]([O:5][C:6]1[CH:7]=[CH:8][C:9]2[C:13]([C:14](=[O:25])[C:15]3[CH:20]=[CH:19][C:18]([O:21][CH2:22][CH2:23][N:38]4[CH2:42][CH2:41][CH2:40][CH2:39]4)=[CH:17][CH:16]=3)=[C:12]([C:26]3[CH:31]=[CH:30][C:29]([O:32][S:33]([CH3:36])(=[O:35])=[O:34])=[CH:28][CH:27]=3)[S:11][C:10]=2[CH:37]=1)(=[O:4])=[O:3] |f:2.3,7.8|. Reported procedure: A 1.19 g. portion of the product of Example 30 above, 20 ml. of anhydrous dimethylformamide and 3.4 g. of freshly distilled pyrrolidine were added to a flask at 25°, and then 100 mg. of powdered potassium iodide was added and the mixture was stirred at ambient temperature for 1 hour. The mixture was then evaporated under vacuum, 25 ml. of saturated aqueous sodium bicarbonate was added, and the mixture was extracted twice with 25 ml. portions of ethyl acetate. The extract was washed five times wi... Reactants: COCCN1CCc2ccc(N)cc2CC1, CC(C)O, NC(=O)C1C2CCC(C2)C1Nc1nc(Cl)ncc1Cl, Cl. The product is COCCN1CCc2ccc(Nc3ncc(Cl)c(NC4C5CCC(C5)C4C(N)=O)n3)cc2CC1. Reaction SMILES: [CH3:20][O:21][CH2:22][CH2:23][N:24]1[CH2:25][CH2:26][c:27]2[c:28]([cH:31][c:32]([NH2:35])[cH:33][cH:34]2)[CH2:29][CH2:30]1.[CH:36]([OH:37])([CH3:38])[CH3:39].[Cl:1][c:2]1[n:3][cH:4][c:5]([Cl:19])[c:6]([NH:8][CH:9]2[CH:10]([C:16](=[O:17])[NH2:18])[CH:11]3[CH2:12][CH2:13][CH:14]2[CH2:15]3)[n:7]1.[ClH:40]>>[c:2]1([NH:35][c:32]2[cH:31][c:28]3[c:27]([cH:34][cH:33]2)[CH2:26][CH2:25][N:24]([CH2:23][CH2:22][O:21][CH3:20])[CH2:30][CH2:29]3)[n:3][cH:4][c:5]([Cl:19])[c:6]([NH:8][CH:9]2[CH:10]([C:16](=[O:17])[NH2:18])[CH:11]3[CH2:12][CH2:13][CH:14]2[CH2:15]3)[n:7]1. Procedure: The title compound was prepared from 6-benzyl-2-(3-nitro-phenyl)-5,6,7,8-tetrahydro-pyrido[4,3-d]pyrimidin-4-ol (which was obtained in Intermediate 9) and methyl 4-(bromomethyl)benzoate according to Method A and Method B; LC retention time 3.25 min; MS: m/z (ESI) 494 (M−H). Reaction SMILES: [CH2:1]([N:8]1[CH2:27][CH2:26][C:11]2[N:12]=[C:13]([C:17]3[CH:22]=[CH:21][CH:20]=[C:19]([N+:23]([O-:25])=[O:24])[CH:18]=3)[N:14]=[C:15]([OH:16])[C:10]=2[CH2:9]1)[C:2]1[CH:7]=[CH:6][CH:5]=[CH:4][CH:3]=1.Br[CH2:29][C:30]1[CH:39]=[CH:38][C:33]([C:34]([O:36]C)=[O:35])=[CH:32][CH:31]=1>>[CH2:1]([N:8]1[CH2:27][CH2:26][C:11]2[N:12]=[C:13]([C:17]3[CH:22]=[CH:21][CH:20]=[C:19]([N+:23]([O-:25])=[O:24])[CH:18]=3)[N:14]=[C:15]([O:16][CH2:29][C:30]3[CH:39]=[CH:38][C:33]([C:34]([OH:36])=[O:35])=[CH:32][CH:31]=3)[C:10]=2[CH2:9]1)[C:2]1[CH:3]=[CH:4][CH:5]=[CH:6][CH:7]=1. Reactants: C(C1=CC=CC=C1)N1CC2=C(N=C(N=C2O)C2=CC(=CC=C2)[N+](=O)[O-])CC1 (6-benzyl-2-(3-nitro-phenyl)-5,6,7,8-tetrahydro-pyrido[4,3-d]pyrimidin-4-ol), C(C1=CC=CC=C1)N1CC2=C(N=C(N=C2O)C2=CC(=CC=C2)[N+](=O)[O-])CC1 (6-benzyl-2-(3-nitro-phenyl)-5,6,7,8-tetrahydro-pyrido[4,3-d]pyrimidin-4-ol), BrCC1=CC=C(C(=O)OC)C=C1 (methyl 4-(bromomethyl)benzoate). Product: C(C1=CC=CC=C1)N1CC2=C(N=C(N=C2OCC2=CC=C(C(=O)O)C=C2)C2=CC(=CC=C2)[N+](=O)[O-])CC1 (4-({[6-Benzyl-2-(3-nitrophenyl)-5,6,7,8-tetrahydropyrido[4,3-d]pyrimidin-4-yl]oxy}methyl)benzoic acid). Reaction SMILES: [BH3:4].[CH2:18]1[O:19][CH2:20][CH2:21][CH2:22]1.[CH3:1][S:2][CH3:3].[F:5][c:6]1[c:7]([C:12]([C:13](=[O:14])[OH:15])([CH3:16])[CH3:17])[cH:8][cH:9][cH:10][cH:11]1>>[F:5][c:6]1[c:7]([C:12]([CH2:13][OH:14])([CH3:16])[CH3:17])[cH:8][cH:9][cH:10][cH:11]1. Product: CC(C)(CO)c1ccccc1F. The reactants are B, C1CCOC1, CSC, CC(C)(C(=O)O)c1ccccc1F.